The task is: describe an organic reaction: reactants, conditions, products, and yield. This data is from the Open Reaction Database (ORD), a public repository of structured organic reaction records. Reactants: ClC1=C2C(=NC=C1CO)N(N=C2C)CC (4-chloro-1-ethyl-3-methyl-1H-pyrazolo[3,4-b]pyridine-5-methanol), S(=O)(Cl)Cl (thionyl chloride). The product is ClC1=C2C(=NC=C1CCl)N(N=C2C)CC (4-Chloro-5-chloromethyl-1-ethyl-3-methyl-1H-pyrazolo[3,4-b]pyridine). As a reaction SMILES: [Cl:1][C:2]1[C:7]([CH2:8]O)=[CH:6][N:5]=[C:4]2[N:10]([CH2:14][CH3:15])[N:11]=[C:12]([CH3:13])[C:3]=12.S(Cl)([Cl:18])=O>>[Cl:1][C:2]1[C:7]([CH2:8][Cl:18])=[CH:6][N:5]=[C:4]2[N:10]([CH2:14][CH3:15])[N:11]=[C:12]([CH3:13])[C:3]=12. Procedure: Into a three necked flask, fitted with a stirrer, reflux condenser and dropping funnel are added 94.6 g. of 4-chloro-1-ethyl-3-methyl-1H-pyrazolo[3,4-b]pyridine-5-methanol (0.42 mol.) (U.S. Pat. No. 3,983,128; Example 2). While stirring 475 ml. of thionyl chloride are added dropwise within 45 minutes and the mixture is then refluxed for one and a half hours. The excess thionyl chloride is removed by a rotary evaporator and the residue is dissolved in benzene. The solvent is again removed and the... The reactants are [BH4-], CCOC(=O)C(=O)c1ccc(SC)cc1, CCO, [Na+]. The product is CCOC(=O)C(O)c1ccc(SC)cc1. RXN SMILES: [BH4-:16].[CH2:1]([CH3:2])[O:3][C:4]([C:5](=[O:6])[c:7]1[cH:8][cH:9][c:10]([S:13][CH3:14])[cH:11][cH:12]1)=[O:15].[CH3:18][CH2:19][OH:20].[Na+:17]>>[CH2:1]([CH3:2])[O:3][C:4]([CH:5]([OH:6])[c:7]1[cH:8][cH:9][c:10]([S:13][CH3:14])[cH:11][cH:12]1)=[O:15]. Starting materials: [H-].[Na+] (NaH), C(=O)C=1NC=CC1C1=CC=C(C=C1)I (2-Formyl-3-(4-iodophenyl)pyrrole), O(C(=O)OC(C)(C)C)C(=O)OC(C)(C)C ((BOC)2O). Run at time 30 minute. The product is C(C)(C)(C)OC(=O)N1C(=C(C=C1)C1=CC=C(C=C1)I)C=O (N-tert-Butoxycarbonyl-2-formyl-3-(4-iodophenyl)pyrrole). RXN SMILES: [H-].[Na+].[CH:3]([C:5]1[NH:6][CH:7]=[CH:8][C:9]=1[C:10]1[CH:15]=[CH:14][C:13]([I:16])=[CH:12][CH:11]=1)=[O:4].[O:17](C(OC(C)(C)C)=O)[C:18]([O:20][C:21]([CH3:24])([CH3:23])[CH3:22])=O>>[C:21]([O:20][C:18]([N:6]1[CH:7]=[CH:8][C:9]([C:10]2[CH:15]=[CH:14][C:13]([I:16])=[CH:12][CH:11]=2)=[C:5]1[CH:3]=[O:4])=[O:17])([CH3:24])([CH3:23])[CH3:22] |f:0.1|. Procedure details: Following a standard procedure (Tietze, L. F.; Kettschau, G.; Heitmann, K. Synthesis 1996, 851-857), sample of NaH (70 mg, 1.75 mmol, 60% dispersion in mineral oil) in a round-bottomed flask under argon was washed twice with anhydrous pentane (˜5 mL). Anhydrous THF (14 mL) was added followed by 5 (400 mg, 1.35 mmol). After stirring for 30 min at room temperature, (BOC)2O (325 mg, 1.5 mmol) was added and stirring was continued for another 2 h. The reaction was quenched with 50% satd. aq NH4Cl (50... Reactants: C(=O)(O)[O-].[Na+] (NaHCO3), NC(C(O)C1=CC(=CC=C1)C(F)(F)F)C1=CC(=NC=C1)F (2-amino-2-(2-fluoro-pyridin-4-yl)-1-(3-trifluoromethyl-phenyl)-ethanol), C1(CCCC1)=O (cyclopentanone), [BH-](OC(=O)C)(OC(=O)C)OC(=O)C.[Na+] (Na(OAc)3BH). The solvent is ClCCCl (1,2 dichloroethane). Yields the product FC1=NC=CC(=C1)C(C(O)C1=CC(=CC=C1)C(F)(F)F)NC1CCCC1 (2-(2-fluoro-pyridin-4-yl)-2-cyclo-pentylamino-1-(3-trifluoromethyl-phenyl)-ethanol). The yield is 90.5%. RXN SMILES: [NH2:1][CH:2]([C:15]1[CH:20]=[CH:19][N:18]=[C:17]([F:21])[CH:16]=1)[CH:3]([C:5]1[CH:10]=[CH:9][CH:8]=[C:7]([C:11]([F:14])([F:13])[F:12])[CH:6]=1)[OH:4].[C:22]1(=O)[CH2:26][CH2:25][CH2:24][CH2:23]1.[BH-](OC(C)=O)(OC(C)=O)OC(C)=O.[Na+].C([O-])(O)=O.[Na+]>ClCCCl>[F:21][C:17]1[CH:16]=[C:15]([CH:2]([NH:1][CH:22]2[CH2:26][CH2:25][CH2:24][CH2:23]2)[CH:3]([C:5]2[CH:10]=[CH:9][CH:8]=[C:7]([C:11]([F:12])([F:13])[F:14])[CH:6]=2)[OH:4])[CH:20]=[CH:19][N:18]=1 |f:2.3,4.5|. Procedure: The 2-amino-2-(2 -fluoro-pyridin-4-yl)-1-(3-trifluoromethyl-phenyl)-ethanol (5) (1.0 g, 3.3 mmol), cyclopentanone (0.42 g, 5.0 mmol), and Na(OAc)3BH (1.4 g, 6.7 mmol) in 1,2 dichloroethane (20 mL) were stirred under argon at RT for 15 hrs. The resulting mixture was treated with sat. aqueous NaHCO3 (50 mL), extracted with ethyl acetate (3×75 mL), dried (sodium sulfate), and concentrated. The resulting residue was purified by silica gel chromatography using 50% ethyl acetate in methylene chloride ... Reactants: CCCCCC (hexane), C(C1=CC=CC=C1)ONC([C@@H](CC(C)C)N(CC1=CC=CC=C1)[P@@](=O)(C1=CC=CC=C1)C)=O (N-Benzyloxy-2(R)-[[(S)-methylphenylphosphinyl]benzylamino]-4-methylpentanamide), CO (methanol), [H][H] (hydrogen). The reagents and catalysts are [Pd] (Pd/C). The solvent is C(C)(=O)OCC (ethyl acetate). Reaction conditions: time 2 hour. Product: ONC([C@@H](CC(C)C)N(CC1=CC=CC=C1)[P@](=O)(C1=CC=CC=C1)C)=O (N-hydroxy-2(R)-[[(R)-methylphenylphosphinyl]benzylamino]-4-methylpentanamide). As a reaction SMILES: C([O:8][NH:9][C:10](=[O:33])[C@H:11]([N:16]([P@:24]([CH3:32])([C:26]1[CH:31]=[CH:30][CH:29]=[CH:28][CH:27]=1)=[O:25])[CH2:17][C:18]1[CH:23]=[CH:22][CH:21]=[CH:20][CH:19]=1)[CH2:12][CH:13]([CH3:15])[CH3:14])C1C=CC=CC=1.CO.[H][H].CCCCCC>C(OCC)(=O)C.[Pd]>[OH:8][NH:9][C:10](=[O:33])[C@H:11]([N:16]([P@@:24]([CH3:32])([C:26]1[CH:27]=[CH:28][CH:29]=[CH:30][CH:31]=1)=[O:25])[CH2:17][C:18]1[CH:19]=[CH:20][CH:21]=[CH:22][CH:23]=1)[CH2:12][CH:13]([CH3:15])[CH3:14]. Reported procedure: N-Benzyloxy-2(R)-[[(S)-methylphenylphosphinyl]benzylamino]-4-methylpentanamide (334 mg, 0.719 mmol) and 80 mg 10% Pd/C were evacuated in a flask. To this is added 10 mL methanol and a hydrogen atmosphere is introduced. The reaction is allowed to stir at room temperature for 2 hours at which time the reaction appears complete by TLC. The mixture is filtered through celite; the filtrate is collected and evaporated to give a white glassy solid. The product is dissolved in ethyl acetate and hexane i... The reactants are [N+](=O)([O-])C1=CC=C(CBr)C=C1 (p-nitrobenzylbromide), CN (methylamine). Solvent: C(C)#N (acetonitrile), C(C)#N (acetonitrile), [Cl-].[Na+].O (brine). Reaction conditions: time 15 minute. Product: CNCC1=CC=C(C=C1)[N+](=O)[O-] (4-(methylaminomethyl)nitrobenzene). Isolated yield 97.2%. RXN SMILES: [N+:1]([C:4]1[CH:11]=[CH:10][C:7]([CH2:8]Br)=[CH:6][CH:5]=1)([O-:3])=[O:2].[CH3:12][NH2:13]>C(#N)C.[Cl-].[Na+].O>[CH3:12][NH:13][CH2:8][C:7]1[CH:10]=[CH:11][C:4]([N+:1]([O-:3])=[O:2])=[CH:5][CH:6]=1 |f:3.4.5|. Procedure details: A solution of p-nitrobenzylbromide (5.40 g, 25 mmol) in acetonitrile (60 ml) is added dropwise to a stirred solution of aqueous methylamine (65 mL, 40 wt. %, 0.75 mol) in acetonitrile (50 mL) at 0°. After stirring an additional 15 minutes, the solution is poured into brine and extracted 2× with dichloromethane. The combined organic layers are washed with brine, dried over sodium sulfate, filtered, and concentrated in vacuo to give 4-(methylaminomethyl)nitrobenzene (4.04 g).